From a dataset of the Open Reaction Database (ORD), a public repository of structured organic reaction records. describe an organic reaction: reactants, conditions, products, and yield Starting materials: [NH4+].[Cl-] (NH4Cl), C[Mg]Cl (Methyl magnesium(II)chloride), solution, CON(C(=O)C=1N=C(SC1)N1C=NC=C1)C (2-imidazol-1-yl-thiazole-4-carboxylic acid methoxy-methyl-amide). Solvent: C1CCOC1 (THF), C1CCOC1 (THF). Yields the product N1(C=NC=C1)C=1SC=C(N1)C(C)=O (1-(2-imidazol-1-yl-thiazol-4-yl)-ethanone). The yield is 98.0%. As a reaction SMILES: [CH3:1][Mg]Cl.CON(C)[C:7]([C:9]1[N:10]=[C:11]([N:14]2[CH:18]=[CH:17][N:16]=[CH:15]2)[S:12][CH:13]=1)=[O:8].[NH4+].[Cl-]>C1COCC1>[N:14]1([C:11]2[S:12][CH:13]=[C:9]([C:7](=[O:8])[CH3:1])[N:10]=2)[CH:18]=[CH:17][N:16]=[CH:15]1 |f:2.3|. Procedure details: Methyl magnesium(II)chloride (1.12 mL of a 3.0 M solution in THF, 3.36 mmol) was added dropwise to a 0° C. solution of 2-imidazol-1-yl-thiazole-4-carboxylic acid methoxy-methyl-amide obtained from Step 1 (400 mg, 1.68 mmol) in THF (5 mL) under a nitrogen atmosphere. The reaction was then warmed to r.t. over a period of 2 hours, sat. NH4Cl (50 mL) was added and the solution was extracted with methylene chloride (2×70 mL), washed with brine and dried over Na2SO4. Evaporation of the solvent gave 31... Starting materials: C(C)(C)(C)OC(=O)N1CC2C=3C=C(C(=CC3C(C1)C2)[N+](=O)[O-])[N+](=O)[O-] (4,5-Dinitro-10-aza-tricyclo[6.3.1.02,7]dodeca-2(7),3,5-triene-10-carboxylic acid tert-butyl ester). The reagents and catalysts are [Pd] (Pd/C). Solvent: CO (methanol). Yields the product C(C)(C)(C)OC(=O)N1CC2C=3C=C(C(=CC3C(C1)C2)N)N (4,5-Diamino-10-aza-tricyclo[6.3.1.02,7]dodeca-2(7),3,5-triene-10-carboxylic acid tert-butyl ester). Reaction SMILES: [C:1]([O:5][C:6]([N:8]1[CH2:18][CH:17]2[CH2:19][CH:10]([C:11]3[CH:12]=[C:13]([N+:23]([O-])=O)[C:14]([N+:20]([O-])=O)=[CH:15][C:16]=32)[CH2:9]1)=[O:7])([CH3:4])([CH3:3])[CH3:2]>CO.[Pd]>[C:1]([O:5][C:6]([N:8]1[CH2:9][CH:10]2[CH2:19][CH:17]([C:16]3[CH:15]=[C:14]([NH2:20])[C:13]([NH2:23])=[CH:12][C:11]=32)[CH2:18]1)=[O:7])([CH3:4])([CH3:2])[CH3:3]. Procedure: 4,5-Dinitro-10-aza-tricyclo[6.3.1.02,7]dodeca-2(7),3,5-triene-10-carboxylic acid tert-butyl ester (1.9 g, 5.44 mmol) was hydrogenated in methanol under a H2 atmosphere (45 psi, or approximately 3 atmospheres) over 10% Pd/C (100 mg) for 1.5 hours then filtered through a Celite pad and concentrated to white solids (1.57 g, 100%). (TLC 5% methanol/CH2Cl2 (NH3) Rf 0.14). The reactants are [Cl-], Cl, COC(=O)c1cc(Oc2ccc(C(F)(F)F)cc2)ccc1[N+](=O)[O-], O. Product: COC(=O)c1cc(Oc2ccc(C(F)(F)F)cc2Cl)ccc1[N+](=O)[O-]. Reaction SMILES: [Cl-:25].[Cl:26].[F:1][C:2]([c:3]1[cH:4][cH:5][c:6]([O:7][c:8]2[cH:9][cH:10][c:11]([N+:18](=[O:19])[O-:20])[c:12]([C:13](=[O:14])[O:15][CH3:16])[cH:17]2)[cH:21][cH:22]1)([F:23])[F:24].[OH2:27]>>[F:1][C:2]([c:3]1[cH:4][c:5]([Cl:25])[c:6]([O:7][c:8]2[cH:9][cH:10][c:11]([N+:18](=[O:19])[O-:20])[c:12]([C:13](=[O:14])[O:15][CH3:16])[cH:17]2)[cH:21][cH:22]1)([F:23])[F:24]. The reactants are CCC(Br)CC, CC(=O)Oc1c(C(C)C)cc(O)c(C=O)c1C(C)C, Cl, [H-], [Mg], [Na+], C1CCOC1, O. The product is CCC(CC)C(O)c1c(O)cc(C(C)C)c(OC(C)=O)c1C(C)C. As a reaction SMILES: [Br:23][CH:24]([CH2:25][CH3:26])[CH2:27][CH3:28].[C:1]([CH3:2])(=[O:3])[O:4][c:5]1[c:6]([CH:17]([CH3:18])[CH3:19])[cH:7][c:8]([OH:16])[c:9]([CH:10]=[O:11])[c:12]1[CH:13]([CH3:14])[CH3:15].[ClH:29].[H-:20].[Mg:22].[Na+:21].[O:30]1[CH2:31][CH2:32][CH2:33][CH2:34]1.[OH2:35]>>[C:1]([CH3:2])(=[O:3])[O:4][c:5]1[c:6]([CH:17]([CH3:18])[CH3:19])[cH:7][c:8]([OH:16])[c:9]([CH:10]([OH:11])[CH:24]([CH2:25][CH3:26])[CH2:27][CH3:28])[c:12]1[CH:13]([CH3:14])[CH3:15].